This data is from the Open Reaction Database (ORD), a public repository of structured organic reaction records. The task is: describe an organic reaction: reactants, conditions, products, and yield The reactants are BrCC(C(CC1=CC=C(C=C1)Cl)(C)C)=O (4-bromo-1-(4-chlorophenyl)-2,2-dimethyl-3-butanone), N1N=CN=C1 (1,2,4-triazole), C([O-])([O-])=O.[K+].[K+] (potassium carbonate). Solvent: CC(=O)C (acetone). The product is ClC1=CC=C(C=C1)CC(C(CN1N=CN=C1)=O)(C)C (1-(4-chlorophenyl)-2,2-dimethyl-4-(1,2,4-triazol-1-yl)-3-butanone). Yield: 356.2%. As a reaction SMILES: Br[CH2:2][C:3](=[O:15])[C:4]([CH3:14])([CH3:13])[CH2:5][C:6]1[CH:11]=[CH:10][C:9]([Cl:12])=[CH:8][CH:7]=1.[NH:16]1[CH:20]=[N:19][CH:18]=[N:17]1.C(=O)([O-])[O-].[K+].[K+]>CC(C)=O>[Cl:12][C:9]1[CH:10]=[CH:11][C:6]([CH2:5][C:4]([CH3:14])([CH3:13])[C:3](=[O:15])[CH2:2][N:16]2[CH:20]=[N:19][CH:18]=[N:17]2)=[CH:7][CH:8]=1 |f:2.3.4|. Procedure details: 37 g (0.13 mol) of 4-bromo-1-(4-chlorophenyl)-2,2-dimethyl-3-butanone, 13.3 g (0.019 mol) of 1,2,4-triazole and 53.8 g (0.39 mol) of potassium carbonate are heated under reflux in 300 ml of acetone for 8 hours. The mixture is allowed to cool, the inorganic residue is filtered off with suction and the filtrate is concentrated. The residue is taken up in chloroform and the mixture is washed with water, dried over sodium sulphate and concentrated. The residue is stirred with diethyl ether, filtered... The reactants are C(C=CC)=O (butenal), aldehyde, CC(C=O)=CCC1C(C(=CC1)C)(C)C (2-methyl-4-(2,2,3-trimethylcyclopent-3-en-1-yl)but-2-enal), C(C=CC)=O (butenal), CC(C)([O-])C.[K+] (potassium t-butoxide). Solvent: COCCOC (1,2-dimethoxyethane). Conditions: time 15 minute. Yields the product CC(CO)C=CC1C(C(=CC1)C)(C)C (2-Methyl-4-(2,2,3-trimethylcyclopent-3-en-1-yl)but-3-en-1-ol). As a reaction SMILES: [CH3:1][C:2](=[CH:5][CH2:6][CH:7]1[CH2:11][CH:10]=[C:9]([CH3:12])[C:8]1([CH3:14])[CH3:13])[CH:3]=[O:4].C(=O)C=CC.CC(C)([O-])C.[K+]>COCCOC>[CH3:1][CH:2]([CH:5]=[CH:6][CH:7]1[CH2:11][CH:10]=[C:9]([CH3:12])[C:8]1([CH3:13])[CH3:14])[CH2:3][OH:4] |f:2.3|. Procedure: The aldehyde, 2-methyl-4-(2,2,3-trimethylcyclopent-3-en-1-yl)but-2-enal, which had been prepared by using the procedure outlined in U.S. Pat. No. 4,052,341 Example IV-1, was reacted essentially following the procedure described in Example I for isomerizing the α,β double bond to the β,γ position. In this case the butenal (19.2 g, 0.1 mole) was reacted with potassium t-butoxide (16.8 g, 0.15 mole) in 1,2-dimethoxyethane (DME, 200 ml) at 15°-20° C. by feeding in the butenal over 30 minutes, stirri... Reactants: NC1=C2C(=NC=N1)N(N=C2C2=CC(=C(C=C2)NS(=O)(=O)C2=C(C(=CC=C2)Cl)Cl)F)CC(=O)OCC (ethyl 2-[4-amino-3-(4-{[(2,3-dichlorophenyl)sulfonyl]amino}-3-fluorophenyl)-1H-pyrazolo[3,4-d]pyrimidin-1-yl]acetate), O1C(=NC2=C1C=CC=C2)NC2=CC=C(C=C2)B2OC(C(O2)(C)C)(C)C (N-(1,3-benzoxazol-2-yl)-N-[4-(4,4,5,5-tetramethyl-1,3,2-dioxaborolan-2-yl)phenyl]amine), NC1=C2C(=NC=N1)N(N=C2I)C2=NC=CC=C2C#N (2-(4-amino-3-iodo-1H-pyrazolo[3,4-d]pyrimidin-1-yl)-3-pyridyl cyanide). Yields the product NC1=C2C(=NC=N1)N(N=C2C2=CC=C(C=C2)NC=2OC1=C(N2)C=CC=C1)C1=NC=CC=C1C#N (2-{4-amino-3-[4-(1,3-benzoxazol-2-ylamino)phenyl]-1H-pyrazolo[3,4-d]pyrimidin-1-yl}-3-pyridyl cyanide). The yield is 7.3%. Reaction SMILES: NC1N=CN=C2N(CC(OCC)=O)N=C(C3C=CC(NS(C4C=CC=C(Cl)C=4Cl)(=O)=O)=C(F)C=3)C=12.[O:36]1[C:40]2[CH:41]=[CH:42][CH:43]=[CH:44][C:39]=2[N:38]=[C:37]1[NH:45][C:46]1[CH:51]=[CH:50][C:49](B2OC(C)(C)C(C)(C)O2)=[CH:48][CH:47]=1.[NH2:61][C:62]1[N:67]=[CH:66][N:65]=[C:64]2[N:68]([C:72]3[C:77]([C:78]#[N:79])=[CH:76][CH:75]=[CH:74][N:73]=3)[N:69]=[C:70](I)[C:63]=12>>[NH2:61][C:62]1[N:67]=[CH:66][N:65]=[C:64]2[N:68]([C:72]3[C:77]([C:78]#[N:79])=[CH:76][CH:75]=[CH:74][N:73]=3)[N:69]=[C:70]([C:49]3[CH:48]=[CH:47][C:46]([NH:45][C:37]4[O:36][C:40]5[CH:41]=[CH:42][CH:43]=[CH:44][C:39]=5[N:38]=4)=[CH:51][CH:50]=3)[C:63]=12. Reported procedure: The procedure for Suzuki coupling, used in the preparation of ethyl 2-[4-amino-3-(4-{[(2,3-dichlorophenyl)sulfonyl]amino}-3-fluorophenyl)-1H-pyrazolo[3,4-d]pyrimidin-1-yl]acetate, was used to couple N-(1,3-benzoxazol-2-yl)-N-[4-(4,4,5,5-tetramethyl-1,3,2-dioxaborolan-2-yl)phenyl]amine (0.052 g, 0.155 mmol) with 2-(4-amino-3-iodo-1H-pyrazolo[3,4-d]pyrimidin-1-yl)-3-pyridyl cyanide (0.045 g, 0.124 mmol). Purification by preparative HPLC (25 to 100% acetonitrile in 0.1 M aqueous ammonium acetate ov... The reactants are C([O-])([O-])=O.[Na+].[Na+] (sodium carbonate), ice water, Cl (hydrochloric acid), [Br-].C(C)(=O)OC=1C(=C(C[P+](C2=CC=CC=C2)(C2=CC=CC=C2)C2=CC=CC=C2)C=CC1)C(=O)OCC ((3-acetoxy-2-ethoxycarbonylbenzyl) triphenylphosphonium bromide), C=O (formaldehyde). Run in O (water). Reaction conditions: temperature 55 celsius, time 6 hour. Yields the product OC1=C(C(=O)OCC)C(=CC=C1)C=C (Ethyl 2-hydroxy-6-vinylbenzoate). As a reaction SMILES: [C:1](=O)([O-])[O-].[Na+].[Na+].[Br-].C([O:11][C:12]1[C:13]([C:38]([O:40][CH2:41][CH3:42])=[O:39])=[C:14]([CH:35]=[CH:36][CH:37]=1)[CH2:15][P+](C1C=CC=CC=1)(C1C=CC=CC=1)C1C=CC=CC=1)(=O)C.C=O.Cl>O>[OH:11][C:12]1[CH:37]=[CH:36][CH:35]=[C:14]([CH:15]=[CH2:1])[C:13]=1[C:38]([O:40][CH2:41][CH3:42])=[O:39] |f:0.1.2,3.4|. Procedure: A solution of 12.7 g of sodium carbonate in 115 ml of water was added dropwise, while stirring vigorously at room temperature, to 33.8 g of (3-acetoxy-2-ethoxycarbonylbenzyl) triphenylphosphonium bromide (e.g. Eicher et al. Synthesis (1988) 525) in 264 ml of 36.5% by weight aqueous formaldehyde solution. The reaction mixture was stirred at 55° C. for 6 h and then poured into ice-water at pH 1 (hydrochloric acid) and extracted with ethyl acetate, after which the combined organic phases were dried...